From a dataset of the Open Reaction Database (ORD), a public repository of structured organic reaction records. describe an organic reaction: reactants, conditions, products, and yield Starting materials: C(C)OC1=CC=C(C=C1)C=1C=CC2=C(C=C(CCN2S(=O)(=O)C)C(=O)OC)C1 (methyl 7-(4-ethoxyphenyl)-1-methanesulfonyl-2,3-dihydro-1H-1-benzazepine-4-carboxylate), [OH-].[Na+] (sodium hydroxide). Solvent: CO (methanol), C1CCOC1 (THF). Run at time 8 hour. Yields the product C(C)OC1=CC=C(C=C1)C=1C=CC2=C(C=C(CCN2S(=O)(=O)C)C(=O)O)C1 (7-(4-ethoxyphenyl)-1-methanesulfonyl-2,3-dihydro-1H-1-benzazepine-4-carboxylic acid). The yield is 96.2%. As a reaction SMILES: [CH2:1]([O:3][C:4]1[CH:9]=[CH:8][C:7]([C:10]2[CH:11]=[CH:12][C:13]3[N:19]([S:20]([CH3:23])(=[O:22])=[O:21])[CH2:18][CH2:17][C:16]([C:24]([O:26]C)=[O:25])=[CH:15][C:14]=3[CH:28]=2)=[CH:6][CH:5]=1)[CH3:2].[OH-].[Na+]>CO.C1COCC1>[CH2:1]([O:3][C:4]1[CH:9]=[CH:8][C:7]([C:10]2[CH:11]=[CH:12][C:13]3[N:19]([S:20]([CH3:23])(=[O:21])=[O:22])[CH2:18][CH2:17][C:16]([C:24]([OH:26])=[O:25])=[CH:15][C:14]=3[CH:28]=2)=[CH:6][CH:5]=1)[CH3:2] |f:1.2|. Procedure: In methanol (25 ml) and THF (25 ml) was dissolved methyl 7-(4-ethoxyphenyl)-1-methanesulfonyl-2,3-dihydro-1H-1-benzazepine-4-carboxylate (0.14 g). To the solution was added 1N sodium hydroxide solution (3 ml), and the mixture was stirred at room temperature overnight and concentrated. To the residue was added water, and the mixture was neutralized with 1N hydrochloric acid and extracted with ethyl acetate. The organic layer was washed with water and saturated brine and dried with evaporated to g... Starting materials: C(C)OC(=O)N[C@@H](C(C)C)C(=O)O (N-ethoxycarbonyl-(L)-valine), TEA, S1C(=NC=C1)C1=CC=C(C=C1)CN(C[C@@H]([C@H](CC1=CC=CC=C1)NC([C@@H](NC(=O)OC)C(C)C)=O)O)N (1-[4-(thiazol-2-yl)-phenyl]-4(S)-hydroxy-2-amino-5(S)-N-(N-methoxycarbonyl-(L)-valyl)amino-6-phenyl-2-azahexane), C(CCl)Cl (EDC), C=1C=CC2=C(C1)N=NN2O (HOBT). Run in CN(C)C=O (DMF). Yields the product S1C(=NC=C1)C1=CC=C(C=C1)CN(C[C@@H]([C@H](CC1=CC=CC=C1)NC([C@@H](NC(=O)OC)C(C)C)=O)O)NC([C@@H](NC(=O)OCC)C(C)C)=O (1-[4-(Thiazol-2-yl)-phenyl]4 (S)-hydroxy-2-N-(N-ethoxycarbonyl-(L)-valyl)amino-5(S)-N-(N-methoxycarbonyl-(L)-valyl)amino-6-phenyl-2-azahexane). RXN SMILES: [CH2:1]([O:3][C:4]([NH:6][C@H:7]([C:11]([OH:13])=O)[CH:8]([CH3:10])[CH3:9])=[O:5])[CH3:2].C(Cl)CCl.C1C=CC2N(O)N=NC=2C=1.[S:28]1[CH:32]=[CH:31][N:30]=[C:29]1[C:33]1[CH:38]=[CH:37][C:36]([CH2:39][N:40]([NH2:64])[CH2:41][C@H:42]([OH:63])[C@@H:43]([NH:51][C:52](=[O:62])[C@H:53]([CH:59]([CH3:61])[CH3:60])[NH:54][C:55]([O:57][CH3:58])=[O:56])[CH2:44][C:45]2[CH:50]=[CH:49][CH:48]=[CH:47][CH:46]=2)=[CH:35][CH:34]=1>CN(C=O)C>[S:28]1[CH:32]=[CH:31][N:30]=[C:29]1[C:33]1[CH:34]=[CH:35][C:36]([CH2:39][N:40]([NH:64][C:11](=[O:13])[C@H:7]([CH:8]([CH3:9])[CH3:10])[NH:6][C:4]([O:3][CH2:1][CH3:2])=[O:5])[CH2:41][C@H:42]([OH:63])[C@@H:43]([NH:51][C:52](=[O:62])[C@H:53]([CH:59]([CH3:61])[CH3:60])[NH:54][C:55]([O:57][CH3:58])=[O:56])[CH2:44][C:45]2[CH:50]=[CH:49][CH:48]=[CH:47][CH:46]=2)=[CH:37][CH:38]=1. Procedure details: Analogously to Example 7,106 mg (0.56 mmol) of N-ethoxycarbonyl-(L)-valine, 201 mg (1.05 mmol) of EDC and 95 mg (0.7 mmol) of HOBT in 4.6 ml of DMF and 293 μl (2.1 mmol) of TEA are reacted with 0.35 mmol of 1-[4-(thiazol-2-yl)-phenyl]-4(S)-hydroxy-2-amino-5(S)-N-(N-methoxycarbonyl-(L)-valyl)amino-6-phenyl-2-azahexane to form the title compound: Anal. (C35H48N6O7S (0.20 H2O)) calc. C, 60.01, H, 6.96, N, 12.00, S, 4.58, H2O 0.51: found C, 60.07, H, 6.78, N, 11.93, S, 4.70, H2O 0.52; HPLC20-100: tR... Starting materials: CCCCP(CCCC)CCCC, O=C(N=NC(=O)N1CCCCC1)N1CCCCC1, C1CCOC1, COC(=O)C(C)Cc1cc2cc(O)ccc2[nH]1, OCCCNc1ccccn1. The product is COC(=O)C(C)Cc1cc2cc(OCCCNc3ccccn3)ccc2[nH]1. As a reaction SMILES: [CH2:47]([P:48]([CH2:49][CH2:50][CH2:51][CH3:52])[CH2:53][CH2:54][CH2:55][CH3:56])[CH2:57][CH2:58][CH3:59].[N:1]([C:2]([N:3]1[CH2:4][CH2:5][CH2:6][CH2:7][CH2:8]1)=[O:9])=[N:10][C:11]([N:12]1[CH2:13][CH2:14][CH2:15][CH2:16][CH2:17]1)=[O:18].[O:60]1[CH2:61][CH2:62][CH2:63][CH2:64]1.[OH:19][c:20]1[cH:21][c:22]2[cH:23][c:24]([CH2:29][CH:30]([C:31](=[O:32])[O:33][CH3:34])[CH3:35])[nH:25][c:26]2[cH:27][cH:28]1.[OH:36][CH2:37][CH2:38][CH2:39][NH:40][c:41]1[n:42][cH:43][cH:44][cH:45][cH:46]1>>[O:19]([c:20]1[cH:21][c:22]2[cH:23][c:24]([CH2:29][CH:30]([C:31](=[O:32])[O:33][CH3:34])[CH3:35])[nH:25][c:26]2[cH:27][cH:28]1)[CH2:37][CH2:38][CH2:39][NH:40][c:41]1[n:42][cH:43][cH:44][cH:45][cH:46]1. Starting materials: COC=1C=C2CCC(CC2=CC1)CC(=O)N1[C@H](C(=O)O)CCC1 (1-(6-methoxy-1,2,3,4-tetrahydronaphthalen-2-ylacetyl)-L-proline), S1CNCC1 (thiazolidine), N1CCCC1 (pyrrolidine), C1(CCC2=CC=CC=C12)CC(=O)C1[C@H](NCS1)C(=O)O (3-(2-indanylacetyl)-L-thioproline). The product is COC=1C=C2CCC(CC2=CC1)CC(=O)N1[C@H](C(=O)N2CCCC2)CCC1 (1-[1-(6-methoxy-1,2,3,4-tetrahydronaphthalen-2-ylacetyl)-L-prolyl]pyrrolidine). The yield is 24.0%. RXN SMILES: [CH3:1][O:2][C:3]1[CH:4]=[C:5]2[C:10](=[CH:11][CH:12]=1)[CH2:9][CH:8]([CH2:13][C:14]([N:16]1[CH2:23][CH2:22][CH2:21][C@H:17]1[C:18](O)=[O:19])=[O:15])[CH2:7][CH2:6]2.[NH:24]1[CH2:28][CH2:27][CH2:26][CH2:25]1.C1(CC(C2SCN[C@@H]2C(O)=O)=O)C2C(=CC=CC=2)CC1.S1CCNC1>>[CH3:1][O:2][C:3]1[CH:4]=[C:5]2[C:10](=[CH:11][CH:12]=1)[CH2:9][CH:8]([CH2:13][C:14]([N:16]1[CH2:23][CH2:22][CH2:21][C@H:17]1[C:18]([N:24]1[CH2:28][CH2:27][CH2:26][CH2:25]1)=[O:19])=[O:15])[CH2:7][CH2:6]2. Procedure details: A colorless oil of 1-[1-(6-methoxy-1,2,3,4-tetrahydronaphthalen-2-ylacetyl)-L-prolyl]pyrrolidine was prepared in the same manner as in Example 1, except that 1-(6-methoxy-1,2,3,4-tetrahydronaphthalen-2-ylacetyl)-L-proline prepared in Reference Example 21 and pyrrolidine were used instead of 3-(2-indanylacetyl)-L-thioproline and thiazolidine, respectively (yield: 24%). Reactants: CC(C)(C)c1ccccc1N, COCCOCCOC, CN(CCCl)CCCl, [I-], [K+], [K+], [Na+], O=C([O-])[O-]. Product: CN1CCN(c2ccccc2C(C)(C)C)CC1. As a reaction SMILES: [C:1]([CH3:2])([CH3:3])([CH3:4])[c:5]1[c:6]([NH2:11])[cH:7][cH:8][cH:9][cH:10]1.[CH3:28][O:29][CH2:30][CH2:31][O:32][CH2:33][CH2:34][O:35][CH3:36].[Cl:12][CH2:13][CH2:14][N:15]([CH3:16])[CH2:17][CH2:18][Cl:19].[I-:26].[K+:20].[K+:21].[Na+:27].[O-:22][C:23]([O-:24])=[O:25]>>[C:1]([CH3:2])([CH3:3])([CH3:4])[c:5]1[c:6]([N:11]2[CH2:13][CH2:14][N:15]([CH3:16])[CH2:17][CH2:18]2)[cH:7][cH:8][cH:9][cH:10]1.